From a dataset of the Open Reaction Database (ORD), a public repository of structured organic reaction records. describe an organic reaction: reactants, conditions, products, and yield Reactants: O1C(CCCC1)N1N=CC=C1B1OC(C(O1)(C)C)(C)C (1-(tetrahydro-2H-pyran-2-yl)-5-(4,4,5,5-tetramethyl-1,3,2-dioxaborolan-2-yl)-1H-pyrazole), C([O-])([O-])=O.[Na+].[Na+] (sodium carbonate), BrC1=C(C=CC(=C1F)[N+](=O)[O-])F (2-bromo-1,3-difluoro-4-nitrobenzene). Reagents/catalysts: C=1C=CC(=CC1)[P](C=2C=CC=CC2)(C=3C=CC=CC3)[Pd]([P](C=4C=CC=CC4)(C=5C=CC=CC5)C=6C=CC=CC6)([P](C=7C=CC=CC7)(C=8C=CC=CC8)C=9C=CC=CC9)[P](C=1C=CC=CC1)(C=1C=CC=CC1)C=1C=CC=CC1 (tetrakis(triphenylphosphine)palladium(0)). Run in C(OC)COC (dimethoxyethane), C(OC)COC (dimethoxyethane), C(OC)COC (dimethoxyethane). Conditions: time 10 minute. Yields the product FC1=C(C(=CC=C1[N+](=O)[O-])F)C1=CC=NN1C1OCCCC1 (5-(2,6-Difluoro-3-nitrophenyl)-1-(tetrahydro-2H-pyran-2-yl)-1H-pyrazole), oil. The yield is 40.0%. Reaction SMILES: Br[C:2]1[C:7]([F:8])=[C:6]([N+:9]([O-:11])=[O:10])[CH:5]=[CH:4][C:3]=1[F:12].[O:13]1[CH2:18][CH2:17][CH2:16][CH2:15][CH:14]1[N:19]1[C:23](B2OC(C)(C)C(C)(C)O2)=[CH:22][CH:21]=[N:20]1.C(=O)([O-])[O-].[Na+].[Na+]>C(COC)OC.C1C=CC([P]([Pd]([P](C2C=CC=CC=2)(C2C=CC=CC=2)C2C=CC=CC=2)([P](C2C=CC=CC=2)(C2C=CC=CC=2)C2C=CC=CC=2)[P](C2C=CC=CC=2)(C2C=CC=CC=2)C2C=CC=CC=2)(C2C=CC=CC=2)C2C=CC=CC=2)=CC=1>[F:8][C:7]1[C:6]([N+:9]([O-:11])=[O:10])=[CH:5][CH:4]=[C:3]([F:12])[C:2]=1[C:23]1[N:19]([CH:14]2[CH2:15][CH2:16][CH2:17][CH2:18][O:13]2)[N:20]=[CH:21][CH:22]=1 |f:2.3.4,^1:48,50,69,88|. Procedure details: To a solution of tetrakis(triphenylphosphine)palladium(0) (1.2 g, 1.04 mmol) in dimethoxyethane (30 mL), 2-bromo-1,3-difluoro-4-nitrobenzene (2.38 g, 10 mmol) in dimethoxyethane (20 mL) was added and the mixture was insufflated with nitrogen for 10 min. To the solution, 1-(tetrahydro-2H-pyran-2-yl)-5-(4,4,5,5-tetramethyl-1,3,2-dioxaborolan-2-yl)-1H-pyrazole (4 g, 15 mmol) in dimethoxyethane (30 mL) was added and the mixture was insufflated with nitrogen for 2 min, then 2 M sodium carbonate solut... Reactants: O([Si](C)(C)C(C)(C)C)CC(CC1=CC=C(C=C1)C1=NC=CC=C1S(=O)(=O)NC1=NC=C(N=C1OC)C)C (2-[4-(2-((tert-butyldimethylsiloxy)methyl)propyl)phenyl]-N-(3-methoxy-5-methylpyrazin-2-yl)pyridine-3-sulphonamide), C(C)(=O)O (acetic acid), C(O)([O-])=O.[Na+] (sodium hydrogen carbonate). The solvent is C(C)(=O)OC(C)=O (acetic anhydride). The product is C(C)(=O)OCC(CC1=CC=C(C=C1)C1=NC=CC=C1S(=O)(=O)NC1=NC=C(N=C1OC)C)C (2-[4-(3-acetoxy-2-methylpropyl)phenyl]-N-(3-methoxy-5-methylpyrazin-2-yl)pyridine-3-sulphonamide). As a reaction SMILES: [O:1]([CH2:9][CH:10]([CH3:37])[CH2:11][C:12]1[CH:17]=[CH:16][C:15]([C:18]2[C:23]([S:24]([NH:27][C:28]3[C:33]([O:34][CH3:35])=[N:32][C:31]([CH3:36])=[CH:30][N:29]=3)(=[O:26])=[O:25])=[CH:22][CH:21]=[CH:20][N:19]=2)=[CH:14][CH:13]=1)[Si](C(C)(C)C)(C)C.C(=O)([O-])O.[Na+].[C:43](O)(=[O:45])[CH3:44]>C(OC(=O)C)(=O)C>[C:43]([O:1][CH2:9][CH:10]([CH3:37])[CH2:11][C:12]1[CH:13]=[CH:14][C:15]([C:18]2[C:23]([S:24]([NH:27][C:28]3[C:33]([O:34][CH3:35])=[N:32][C:31]([CH3:36])=[CH:30][N:29]=3)(=[O:25])=[O:26])=[CH:22][CH:21]=[CH:20][N:19]=2)=[CH:16][CH:17]=1)(=[O:45])[CH3:44] |f:1.2|. Procedure: 2-[4-(3-hydroxy-2-methylpropyl)phenyl]-N-(3-methoxy-5-methylpyrazin-2-yl)pyridine-3-sulphonamide from Example 19 (100 mg) was heated in a mixture of acetic acid (0.5 ml) and acetic anhydride (0.5 ml) to 80° C. for 10 minutes and allowed to cool to ambient temperature. After 6 hours excess saturated aqueous sodium hydrogen carbonate was added cautiously and the product extracted into ethyl acetate (3×20 ml). The combined organic extract was dried (MgSO4) and evaporated. The residue was purified b... The product is O=C(c1noc2c1CNCC2)N1CCCCC1. The reactants are CO, Cl, CC(C)(C)OC(=O)N1CCc2onc(C(=O)N3CCCCC3)c2C1. As a reaction SMILES: [CH3:26][OH:27].[ClH:25].[N:1]1([C:7](=[O:8])[c:9]2[n:10][o:11][c:12]3[c:13]2[CH2:14][N:15]([C:18]([O:19][C:20]([CH3:21])([CH3:22])[CH3:23])=[O:24])[CH2:16][CH2:17]3)[CH2:2][CH2:3][CH2:4][CH2:5][CH2:6]1>>[N:1]1([C:7](=[O:8])[c:9]2[n:10][o:11][c:12]3[c:13]2[CH2:14][NH:15][CH2:16][CH2:17]3)[CH2:2][CH2:3][CH2:4][CH2:5][CH2:6]1. The reactants are CCOC(=O)C(O)CCc1ccccc1, CCO, [Na+], [OH-]. Product: O=C(O)C(O)CCc1ccccc1. RXN SMILES: [CH2:1]([CH3:2])[O:3][C:4]([CH:5]([CH2:6][CH2:7][c:8]1[cH:9][cH:10][cH:11][cH:12][cH:13]1)[OH:14])=[O:15].[CH3:18][CH2:19][OH:20].[Na+:17].[OH-:16]>>[O:3]=[C:4]([CH:5]([CH2:6][CH2:7][c:8]1[cH:9][cH:10][cH:11][cH:12][cH:13]1)[OH:14])[OH:15].